Dataset: the Open Reaction Database (ORD), a public repository of structured organic reaction records. Task: describe an organic reaction: reactants, conditions, products, and yield The reactants are CCOC(=O)c1cccc(NC(=O)C(CSC(C)=O)Cc2ccccc2)c1, C1CCNC1, CC#N, Cl. Product: CCOC(=O)c1cccc(NC(=O)C(CS)Cc2ccccc2)c1. Reaction SMILES: [C:1](=[O:2])([CH3:3])[S:4][CH2:5][CH:6]([C:7](=[O:8])[NH:9][c:10]1[cH:11][c:12]([C:13](=[O:14])[O:15][CH2:16][CH3:17])[cH:18][cH:19][cH:20]1)[CH2:21][c:22]1[cH:23][cH:24][cH:25][cH:26][cH:27]1.[CH2:28]1[CH2:29][NH:30][CH2:31][CH2:32]1.[CH3:34][C:35]#[N:36].[ClH:33]>>[SH:4][CH2:5][CH:6]([C:7](=[O:8])[NH:9][c:10]1[cH:11][c:12]([C:13](=[O:14])[O:15][CH2:16][CH3:17])[cH:18][cH:19][cH:20]1)[CH2:21][c:22]1[cH:23][cH:24][cH:25][cH:26][cH:27]1. Reactants: CC1(CN(C1)C(=O)OC(C)(C)C)NC=1C(=CC2=C(N3C(=NNC([C@H]3C)=O)CO2)C1)C(F)(F)F ((R)-tert-butyl 3-methyl-3-((1-methyl-2-oxo-8-(trifluoromethyl)-1,2,3,5-tetrahydrobenzo[5,6][1,4]oxazino[3,4-c][1,2,4]triazin-9-yl)amino)azetidine-1-carboxylate), C(=O)(C(F)(F)F)O (TFA). Run in C(Cl)Cl (DCM). Run at time 2 hour. The product is FC(C(=O)O)(F)F.C[C@H]1N2C(=NNC1=O)COC1=C2C=C(C(=C1)C(F)(F)F)NC1(CNC1)C ((R)-1-methyl-9-((3-methylazetidin-3-yl)amino)-8-(trifluoromethyl)-3,5-dihydrobenzo[5,6][1,4]oxazino[3,4-c][1,2,4]triazin-2(1H)-one trifluoroacetic acid). The yield is 99.0%. RXN SMILES: [CH3:1][C:2]1([NH:13][C:14]2[C:15]([C:30]([F:33])([F:32])[F:31])=[CH:16][C:17]3[O:28][CH2:27][C:20]4=[N:21][NH:22][C:23](=[O:26])[C@@H:24]([CH3:25])[N:19]4[C:18]=3[CH:29]=2)[CH2:5][N:4](C(OC(C)(C)C)=O)[CH2:3]1.[C:34]([OH:40])([C:36]([F:39])([F:38])[F:37])=[O:35]>C(Cl)Cl>[F:37][C:36]([F:39])([F:38])[C:34]([OH:40])=[O:35].[CH3:25][C@@H:24]1[C:23](=[O:26])[NH:22][N:21]=[C:20]2[CH2:27][O:28][C:17]3[CH:16]=[C:15]([C:30]([F:32])([F:31])[F:33])[C:14]([NH:13][C:2]4([CH3:1])[CH2:3][NH:4][CH2:5]4)=[CH:29][C:18]=3[N:19]12 |f:3.4|. Reported procedure: To a solution of (R)-tert-butyl 3-methyl-3-((1-methyl-2-oxo-8-(trifluoromethyl)-1,2,3,5-tetrahydrobenzo[5,6][1,4]oxazino[3,4-c][1,2,4]triazin-9-yl)amino)azetidine-1-carboxylate (Enantiomer 1, SFC (Table 1, Method 16) Rt: 6.686 min, 0.270 g, 0.55 mmol) in DCM (10 mL) was added TFA (2 mL) and the mixture was stirred at ambient temperature for 2 h. The solvent was removed in vacuo to give (R)-1-methyl-9-((3-methylazetidin-3-yl)amino)-8-(trifluoromethyl)-3,5-dihydrobenzo[5,6][1,4]oxazino[3,4-c][1,2,... Starting materials: CC(C)(C)OC(=O)N1CCNCC1, CSC(SC)=C1CCC2CC=CC=C2C1=O, CC#N, O. The product is CSC(=C1CCC2CC=CC=C2C1=O)N1CCN(C(=O)OC(C)(C)C)CC1. RXN SMILES: [C:17]([CH3:18])([CH3:19])([CH3:20])[O:21][C:22](=[O:23])[N:24]1[CH2:25][CH2:26][NH:27][CH2:28][CH2:29]1.[CH3:1][S:2][C:3](=[C:4]1[C:5](=[O:14])[C:6]2=[CH:7][CH:8]=[CH:9][CH2:10][CH:11]2[CH2:12][CH2:13]1)[S:15][CH3:16].[CH3:31][C:32]#[N:33].[OH2:30]>>[C:3](=[C:4]1[C:5](=[O:14])[C:6]2=[CH:7][CH:8]=[CH:9][CH2:10][CH:11]2[CH2:12][CH2:13]1)([S:15][CH3:16])[N:27]1[CH2:26][CH2:25][N:24]([C:22]([O:21][C:17]([CH3:18])([CH3:19])[CH3:20])=[O:23])[CH2:29][CH2:28]1. Procedure: A mixture of 4 parts of 2-methylresorcinol, 7 parts of potassium tert-butoxide, 11 parts of bromobenzene, 1 part cuprous chloride and 70 parts of pyridine is distilled until the temperature reaches 115°, and then is heated under reflux for 15 hours. The mixture is then added to 100 parts of ice water, made acidic with concentrated hydrochloric acid and extracted several times with toluene. The toluene extracts are dried over anhydrous potassium carbonate, concentrated and distilled to give 2,6-d... As a reaction SMILES: [CH3:1][C:2]1[C:8]([OH:9])=[CH:7][CH:6]=[CH:5][C:3]=1[OH:4].C[C:11]([CH3:14])([O-])[CH3:12].[K+].Br[C:17]1[CH:22]=[CH:21][CH:20]=[CH:19][CH:18]=1.N1C=C[CH:26]=[CH:25][CH:24]=1>>[O:4]([C:3]1[CH:5]=[CH:6][CH:7]=[C:8]([O:9][C:12]2[CH:11]=[CH:14][CH:26]=[CH:25][CH:24]=2)[C:2]=1[CH3:1])[C:17]1[CH:22]=[CH:21][CH:20]=[CH:19][CH:18]=1 |f:1.2|. Reactants: CC1=C(O)C=CC=C1O (2-methylresorcinol), CC(C)([O-])C.[K+] (potassium tert-butoxide), BrC1=CC=CC=C1 (bromobenzene), cuprous chloride, N1=CC=CC=C1 (pyridine). The product is O(C1=CC=CC=C1)C1=C(C(=CC=C1)OC1=CC=CC=C1)C (2,6-diphenoxytoluene). Starting materials: BrCCCCOC=1C=C2CCC(NC2=CC1)=O (6-(4-bromobutoxy)-3,4-dihydro-carbostyril), BrC1=C(C=C(C=C1)S)C (4-bromo-3-methyl-thiophenol). The product is BrC1=C(C=C(C=C1)SCCCCOC=1C=C2CCC(NC2=CC1)=O)C (6-[4-(4-Bromo-3-methyl-phenylmercapto)-butoxy]-3,4-dihydro-carbostyril). RXN SMILES: Br[CH2:2][CH2:3][CH2:4][CH2:5][O:6][C:7]1[CH:8]=[C:9]2[C:14](=[CH:15][CH:16]=1)[NH:13][C:12](=[O:17])[CH2:11][CH2:10]2.[Br:18][C:19]1[CH:24]=[CH:23][C:22]([SH:25])=[CH:21][C:20]=1[CH3:26]>>[Br:18][C:19]1[CH:24]=[CH:23][C:22]([S:25][CH2:2][CH2:3][CH2:4][CH2:5][O:6][C:7]2[CH:8]=[C:9]3[C:14](=[CH:15][CH:16]=2)[NH:13][C:12](=[O:17])[CH2:11][CH2:10]3)=[CH:21][C:20]=1[CH3:26]. Procedure details: Prepared analogous to Example 122 from 6-(4-bromobutoxy)-3,4-dihydro-carbostyril (m.p. 142°-147° C.) and 4-bromo-3-methyl-thiophenol. Yields the product ClC=1C=C(C=C(C1)Cl)C1(CC(=NO1)C1=CC2=C(B(OC23CCCC3)O)C=C1)C(F)(F)F (5-(5-(3,5-Dichlorophenyl)-5-(trifluoromethyl)-4,5-dihydroisoxazol-3-yl)-1H-spiro[benzo[c][1,2]oxaborole-3,1′-cyclopentan]-1-ol). Reactants: ClC=1C=C(C=C(C1)Cl)C1(CC(=NO1)C1=CC2=C(B(OC2(CC)CC)O)C=C1)C(F)(F)F (5-(5-(3,5-dichlorophenyl)-5-(trifluoromethyl)-4,5-dihydroisoxazol-3-yl)-3,3-diethyl-benzo[c][1,2]oxaborol-1(3H)-ol), C1(CCCC1)=O (cyclopentanone). As a reaction SMILES: [Cl:1][C:2]1[CH:3]=[C:4]([C:9]2([C:28]([F:31])([F:30])[F:29])[O:13][N:12]=[C:11]([C:14]3[CH:27]=[CH:26][C:17]4[B:18]([OH:25])[O:19][C:20]([CH2:23][CH3:24])([CH2:21][CH3:22])[C:16]=4[CH:15]=3)[CH2:10]2)[CH:5]=[C:6]([Cl:8])[CH:7]=1.C1(=O)CCCC1>CCC(=O)CC>[Cl:8][C:6]1[CH:5]=[C:4]([C:9]2([C:28]([F:29])([F:31])[F:30])[O:13][N:12]=[C:11]([C:14]3[CH:27]=[CH:26][C:17]4[B:18]([OH:25])[O:19][C:20]5([CH2:23][CH2:24][CH2:22][CH2:21]5)[C:16]=4[CH:15]=3)[CH2:10]2)[CH:3]=[C:2]([Cl:1])[CH:7]=1. Procedure: The title compound was prepared by using the same method as described for 5-(5-(3,5-dichlorophenyl)-5-(trifluoromethyl)-4,5-dihydroisoxazol-3-yl)-3,3-diethyl-benzo[c][1,2]oxaborol-1(3H)-ol with cyclopentanone to replace 3-pentanone. It was obtained as a white solid. 1H NMR (300 MHz, DMSO-d6): δ 9.20 (s, 1 H), 7.80 (t, J=1.8 Hz, 1 H), 7.72 (s, 3 H), 7.61 (d, J=1.5 Hz, 2 H), 4.44 (d, J=18.3 Hz, 1 H), 4.31 (d, J=18.3 Hz, 1 H), 2.11-1.71 (m, 8 H) ppm. The solvent is CCC(CC)=O (3-pentanone). Product: OCCN1CCC(CC1)NC(=O)NC=1C=C2C=CC(=NC2=CC1)NC1CCC2=CC=CC(=C12)OC (rac-1-[1-(2-Hydroxy-ethyl)-piperidin-4-yl]-3-[2-(7-methoxy-indan-1-ylamino)-quinolin-6-yl]-urea), solid. Procedure details: The title compound was prepared from rac-N2-(7-methoxy-indan-1-yl)-quinoline-2,6-diamine (Example 172) (200 mg, 0.655 mmol), 4-nitrophenyl chloroformate (132 mg, 0.655 mmol) and commercially available 4-amino-1-piperidine ethanol (94 mg, 0.655 mmol) in accordance with the general method 4 described in example 170 step C and was obtained as an off-white solid (160 mg, 26%); MS: m/e=476.2 (M+H+). Starting materials: COC=1C=CC=C2CCC(C12)NC1=NC2=CC=C(C=C2C=C1)N (rac-N2-(7-methoxy-indan-1-yl)-quinoline-2,6-diamine), ClC(=O)OC1=CC=C(C=C1)[N+](=O)[O-] (4-nitrophenyl chloroformate), NC1CCN(CC1)CCO (4-amino-1-piperidine ethanol). Isolated yield 26.0%. Reaction SMILES: [CH3:1][O:2][C:3]1[CH:4]=[CH:5][CH:6]=[C:7]2[C:11]=1[CH:10]([NH:12][C:13]1[CH:22]=[CH:21][C:20]3[C:15](=[CH:16][CH:17]=[C:18]([NH2:23])[CH:19]=3)[N:14]=1)[CH2:9][CH2:8]2.Cl[C:25](OC1C=CC([N+]([O-])=O)=CC=1)=[O:26].[NH2:37][CH:38]1[CH2:43][CH2:42][N:41]([CH2:44][CH2:45][OH:46])[CH2:40][CH2:39]1>>[OH:46][CH2:45][CH2:44][N:41]1[CH2:42][CH2:43][CH:38]([NH:37][C:25]([NH:23][C:18]2[CH:19]=[C:20]3[C:15](=[CH:16][CH:17]=2)[N:14]=[C:13]([NH:12][CH:10]2[C:11]4[C:7](=[CH:6][CH:5]=[CH:4][C:3]=4[O:2][CH3:1])[CH2:8][CH2:9]2)[CH:22]=[CH:21]3)=[O:26])[CH2:39][CH2:40]1. The reactants are OC1=CC=C(C=C1)C1=CC=C(C=C1)C#N (4′-Hydroxy-4-biphenyl carbonitrile), C([O-])([O-])=O.[K+].[K+] (potassium carbonate), C(C)OC(=O)C1(CN(CC1)C(C1=CC=C(C=C1)F)=O)CI (1-(4-fluoro-benzoyl)-3-iodomethyl-pyrrolidine-3-carboxylic acid ethyl ester). The solvent is CN(C=O)C (dimethylformamide). Conditions: temperature 80 celsius. The product is C(C)OC(=O)C1(CN(CC1)C(C1=CC=C(C=C1)F)=O)COC1=CC=C(C=C1)C1=CC=C(C=C1)C#N (3-(4′-Cyano-biphenyl-4-yloxymethyl)-1-(4-fluoro-benzoyl)-pyrrolidine-3-carboxylic acid ethyl ester). Isolated yield 71.5%. Reaction SMILES: [OH:1][C:2]1[CH:7]=[CH:6][C:5]([C:8]2[CH:13]=[CH:12][C:11]([C:14]#[N:15])=[CH:10][CH:9]=2)=[CH:4][CH:3]=1.C(=O)([O-])[O-].[K+].[K+].[CH2:22]([O:24][C:25]([C:27]1([CH2:41]I)[CH2:31][CH2:30][N:29]([C:32](=[O:40])[C:33]2[CH:38]=[CH:37][C:36]([F:39])=[CH:35][CH:34]=2)[CH2:28]1)=[O:26])[CH3:23]>CN(C)C=O>[CH2:22]([O:24][C:25]([C:27]1([CH2:41][O:1][C:2]2[CH:3]=[CH:4][C:5]([C:8]3[CH:13]=[CH:12][C:11]([C:14]#[N:15])=[CH:10][CH:9]=3)=[CH:6][CH:7]=2)[CH2:31][CH2:30][N:29]([C:32](=[O:40])[C:33]2[CH:34]=[CH:35][C:36]([F:39])=[CH:37][CH:38]=2)[CH2:28]1)=[O:26])[CH3:23] |f:1.2.3|. Reported procedure: 4′-Hydroxy-4-biphenyl carbonitrile (329 mg, 1.68 mmol) and potassium carbonate (317 mg, 2.30 mmol) were added to a stirred solution of 1-(4-fluoro-benzoyl)-3-iodomethyl-pyrrolidine-3-carboxylic acid ethyl ester (620 mg, 1.53 mmol) (see Preparation 12) in dimethylformamide (7 mL). The reaction mixture was heated at 80° C. for 18 hours then partitioned between ethyl acetate (100 mL) and water (100 mL). The organic layer was washed with water (2000 mL), dried over magnesium sulfate then concentrate...